From a dataset of the Open Reaction Database (ORD), a public repository of structured organic reaction records. describe an organic reaction: reactants, conditions, products, and yield Starting materials: CNC1CCN(C(=O)C2CCN(C(C)=O)CC2)CC1c1ccc(Cl)c(Cl)c1, O=C(O)c1ccc(Cl)c(C(F)(F)F)c1. Product: CC(=O)N1CCC(C(=O)N2CCC(N(C)C(=O)c3ccc(Cl)c(C(F)(F)F)c3)C(c3ccc(Cl)c(Cl)c3)C2)CC1. As a reaction SMILES: [C:1]([CH3:2])(=[O:3])[N:4]1[CH2:5][CH2:6][CH:7]([C:10](=[O:11])[N:12]2[CH2:13][CH:14]([c:20]3[cH:21][c:22]([Cl:27])[c:23]([Cl:26])[cH:24][cH:25]3)[CH:15]([NH:18][CH3:19])[CH2:16][CH2:17]2)[CH2:8][CH2:9]1.[Cl:28][c:29]1[c:30]([C:38]([F:39])([F:40])[F:41])[cH:31][c:32]([C:33](=[O:34])[OH:35])[cH:36][cH:37]1>>[C:1]([CH3:2])(=[O:3])[N:4]1[CH2:5][CH2:6][CH:7]([C:10](=[O:11])[N:12]2[CH2:13][CH:14]([c:20]3[cH:21][c:22]([Cl:27])[c:23]([Cl:26])[cH:24][cH:25]3)[CH:15]([N:18]([CH3:19])[C:33]([c:32]3[cH:31][c:30]([C:38]([F:39])([F:40])[F:41])[c:29]([Cl:28])[cH:37][cH:36]3)=[O:35])[CH2:16][CH2:17]2)[CH2:8][CH2:9]1. The reactants are [Ba+2], COc1cc2c(cc1OC)C(CBr)OCCC2, O=C([O-])[O-], CCO, OCCCl. The product is COc1cc2c(cc1OC)C(COCCCl)OCCC2. RXN SMILES: [Ba+2:26].[Br:1][CH2:2][CH:3]1[O:4][CH2:5][CH2:6][CH2:7][c:8]2[c:9]1[cH:10][c:11]([O:16][CH3:17])[c:12]([O:14][CH3:15])[cH:13]2.[C:22](=[O:23])([O-:24])[O-:25].[CH3:27][CH2:28][OH:29].[OH:18][CH2:19][CH2:20][Cl:21]>>[CH2:2]([CH:3]1[O:4][CH2:5][CH2:6][CH2:7][c:8]2[c:9]1[cH:10][c:11]([O:16][CH3:17])[c:12]([O:14][CH3:15])[cH:13]2)[O:18][CH2:19][CH2:20][Cl:21].